This data is from the Open Reaction Database (ORD), a public repository of structured organic reaction records. The task is: describe an organic reaction: reactants, conditions, products, and yield Starting materials: CC(N)C(=O)OC(C)(C)C, CCOC(=O)C(CCI)N=[N+]=[N-]. The product is CC(C(=O)OC(C)(C)C)N1CCC(N=[N+]=[N-])C1=O. RXN SMILES: [C:13]([CH3:14])([CH3:15])([CH3:16])[O:17][C:18]([CH:19]([NH2:20])[CH3:21])=[O:22].[N:1](=[N+:2]=[N-:3])[CH:4]([C:5](=[O:6])[O:8][CH2:9][CH3:12])[CH2:10][CH2:11][I:7]>>[N:1](=[N+:2]=[N-:3])[CH:4]1[C:5](=[O:6])[N:20]([CH:19]([C:18]([O:17][C:13]([CH3:14])([CH3:15])[CH3:16])=[O:22])[CH3:21])[CH2:11][CH2:10]1.